This data is from the Open Reaction Database (ORD), a public repository of structured organic reaction records. The task is: describe an organic reaction: reactants, conditions, products, and yield Starting materials: COS(=O)(=O)OC, CCOC(=O)C(C)Oc1cc(-n2c(=O)cc(C(F)(F)F)[nH]c2=O)c(F)cc1Cl. Product: CCOC(=O)C(C)Oc1cc(-n2c(=O)cc(C(F)(F)F)n(C)c2=O)c(F)cc1Cl. Reaction SMILES: [CH3:29][O:30][S:31]([O:32][CH3:33])(=[O:34])=[O:35].[Cl:1][c:2]1[c:3]([O:4][CH:5]([C:6](=[O:7])[O:8][CH2:9][CH3:10])[CH3:11])[cH:12][c:13](-[n:17]2[c:18](=[O:28])[nH:19][c:20]([C:24]([F:25])([F:26])[F:27])[cH:21][c:22]2=[O:23])[c:14]([F:16])[cH:15]1>>[Cl:1][c:2]1[c:3]([O:4][CH:5]([C:6](=[O:7])[O:8][CH2:9][CH3:10])[CH3:11])[cH:12][c:13](-[n:17]2[c:18](=[O:28])[n:19]([CH3:29])[c:20]([C:24]([F:25])([F:26])[F:27])[cH:21][c:22]2=[O:23])[c:14]([F:16])[cH:15]1. Reactants: O=C([O-])[O-], CC(=O)OC(C)CCCCn1c(=O)c2c(ncn2Cc2ccccc2)n(C)c1=O, CO, [K+], [K+]. Yields the product CC(O)CCCCn1c(=O)c2c(ncn2Cc2ccccc2)n(C)c1=O. Reaction SMILES: [C:1](=[O:2])([O-:3])[O-:4].[C:7](=[O:8])([CH3:9])[O:10][CH:11]([CH2:12][CH2:13][CH2:14][CH2:15][n:16]1[c:17](=[O:18])[n:19]([CH3:34])[c:20]2[n:21][cH:22][n:23]([CH2:27][c:28]3[cH:29][cH:30][cH:31][cH:32][cH:33]3)[c:24]2[c:25]1=[O:26])[CH3:35].[CH3:36][OH:37].[K+:5].[K+:6]>>[OH:10][CH:11]([CH2:12][CH2:13][CH2:14][CH2:15][n:16]1[c:17](=[O:18])[n:19]([CH3:34])[c:20]2[n:21][cH:22][n:23]([CH2:27][c:28]3[cH:29][cH:30][cH:31][cH:32][cH:33]3)[c:24]2[c:25]1=[O:26])[CH3:35]. Starting materials: ClC(Cl)(Cl)OC(OC(Cl)(Cl)Cl)=O (bis(trichloromethyl)carbonate), C([O-])([O-])=O.[Na+].[Na+] (sodium carbonate), CN1C(N(CC1)C(=O)Cl)=O (3-methyl-2-oxoimidazolidine-1-carbonyl chloride), NC1=CC=C2CC(NC2=C1)=O (6-aminoindolin-2-one). The solvent is O1CCCC1 (tetrahydrofuran), O1CCCC1 (tetrahydrofuran). Conditions: time 5 hour. The product is CN1C(N(CC1)C(=O)NC1=CC=C2CC(NC2=C1)=O)=O (3-methyl-2-oxo-N-(2-oxoindolin-6-yl)imidazolidine-1-carboxamide). RXN SMILES: ClC(OC(=O)OC(Cl)(Cl)Cl)(Cl)Cl.[CH3:13][N:14]1[CH2:18][CH2:17][N:16]([C:19](Cl)=[O:20])[C:15]1=[O:22].[NH2:23][C:24]1[CH:32]=[C:31]2[C:27]([CH2:28][C:29](=[O:33])[NH:30]2)=[CH:26][CH:25]=1.C(=O)([O-])[O-].[Na+].[Na+]>O1CCCC1>[CH3:13][N:14]1[CH2:18][CH2:17][N:16]([C:19]([NH:23][C:24]2[CH:32]=[C:31]3[C:27]([CH2:28][C:29](=[O:33])[NH:30]3)=[CH:26][CH:25]=2)=[O:20])[C:15]1=[O:22] |f:3.4.5|. Procedure: bis(trichloromethyl)carbonate in tetrahydrofuran was added dropwise within 1 hour to the compound D78 in tetrahydrofuran in such a way that the internal temperature was kept at 55-60° C. The mixture was stirred for 5 h at this temperature. The formation of 3-methyl-2-oxoimidazolidine-1-carbonyl chloride was confirmed by TLC. The 6-aminoindolin-2-one (D4) was added to the mixture in situ and the mixture was refluxed for 4 h. The completion of reaction was monitored using TLC. The residue obtained... The reactants are C(C1=CC=CC=C1)OC=1C=C2C=CNC2=CC1OC (5-benzyloxy-6-methoxyindole), C(C)[Mg]Br (ethylmagnesium bromide), CC1(C(C1(C)C)C(=O)Cl)C (2,2,3,3-tetramethylcyclopropanecarbonyl chloride). The reagents and catalysts are [Cl-].[Zn+2].[Cl-] (zinc chloride). The product is C(C1=CC=CC=C1)OC=1C=C2C(=CNC2=CC1OC)C(=O)C1C(C1(C)C)(C)C ((5-Benzyloxy-6-methoxy-1H-indol-3-yl)-(2,2,3,3-tetramethyl-cyclopropyl)-methanone). Yield: 65.8%. As a reaction SMILES: [CH2:1]([O:8][C:9]1[CH:10]=[C:11]2[C:15](=[CH:16][C:17]=1[O:18][CH3:19])[NH:14][CH:13]=[CH:12]2)[C:2]1[CH:7]=[CH:6][CH:5]=[CH:4][CH:3]=1.C([Mg]Br)C.[CH3:24][C:25]1([CH3:33])[C:27]([CH3:29])([CH3:28])[CH:26]1[C:30](Cl)=[O:31]>[Cl-].[Zn+2].[Cl-]>[CH2:1]([O:8][C:9]1[CH:10]=[C:11]2[C:15](=[CH:16][C:17]=1[O:18][CH3:19])[NH:14][CH:13]=[C:12]2[C:30]([CH:26]1[C:27]([CH3:29])([CH3:28])[C:25]1([CH3:33])[CH3:24])=[O:31])[C:2]1[CH:3]=[CH:4][CH:5]=[CH:6][CH:7]=1 |f:3.4.5|. Procedure details: A mixture of 5-benzyloxy-6-methoxyindole (Sigma, 2.0 g, 7.9 mmol), ethylmagnesium bromide (1.0 M solution in THF, 9.5 mL, 9.5 mmol), zinc chloride (1.0 M solution in Et2O, 9.5 mL, 9.5 mmol) and the product of Example 1A (12 mmol) was processed as described in Example 1B to provide the title compound (2.0 g, 5.2 mmol, 66% yield). MS (DCI/NH3) m/z 378 (M+H)+.